This data is from the Open Reaction Database (ORD), a public repository of structured organic reaction records. The task is: describe an organic reaction: reactants, conditions, products, and yield The reactants are [OH-].[Na+] (sodium hydroxide), Cl (hydrochloric acid), thus-obtained compound, OO (hydrogen peroxide), C(C(C)C)C(=O)C (methyl isobutyl ketone), N1=CC=CC=C1 (pyridine). Reagents/catalysts: [Br-].C(CCC)[N+](CCCC)(CCCC)CCCC (tetra-n-butylammonium bromide). Run in O (water). Run at time 3 hour. Product: CC=1C=C(C(O)=CC1)O (4-methylcatechol). Isolated yield 93.0%. RXN SMILES: [OH-:1].[Na+].OO.[CH2:5]([C:9](C)=[O:10])C(C)C.Cl.N1[CH:18]=[CH:17][CH:16]=[CH:15][CH:14]=1>[Br-].C([N+](CCCC)(CCCC)CCCC)CCC.O>[CH3:14][C:15]1[CH:5]=[C:9]([OH:10])[C:18](=[CH:17][CH:16]=1)[OH:1] |f:0.1,6.7|. Procedure details: Then, 0.9 mol of 30% sodium hydroxide was added to a mixture solution composed of 0.8 mol of the thus-obtained compound (III-1), 0.9 mol of 30% hydrogen peroxide, 0.008 mol of tetra-n-butylammonium bromide, a 2-fold amount by weight of methyl isobutyl ketone, a 2.7-fold amount by weight of water, and a 0.2-fold amount by weight of pyridine, the respective amounts being based on the weight of (III-1), at 0° to 10° C. over 3 hours. Stirring was continued for 3 hours at the same temperature. After ... The solvent is N1=CC=CC=C1 (pyridine). The product is C(C1=CC=CC=C1)OC1=C(C=C(C=C1)[C@H](CNC(CCN1C=NC(=C1)C1=CC=CC=C1)(C)C)O)NS(=O)(=O)C1=CC=CC=C1 ((R)—N-(2-benzyloxy-5-{2-[1,1-dimethyl-3-(4-phenylimidazol-1-yl)-propylamino]-1-hydroxyethyl}-phenyl)-benzenesulphonamide). Procedure: 0.10 mL (41 mmol) benzenesulphonic acid chloride were slowly added at 0° C. to a solution of 0.20 g (41 mmol) (R)-1-(3-amino-4-benzyloxyphenyl)-2-[1,1-dimethyl-3-(4-phenylimidazol-1-yl)-propylamino]-ethanol in 5 mL pyridine with vigorous stirring. After the addition was complete the reaction mixture was stirred for 4 h at 0° C. and then poured into 40 mL ice water/ethyl acetate (1:1). The phases were separated and the aqueous phase was extracted three times with 20 mL of ethyl acetate. The combi... The yield is 0.7%. Reactants: C1(=CC=CC=C1)S(=O)(=O)Cl (benzenesulphonic acid chloride), NC=1C=C(C=CC1OCC1=CC=CC=C1)[C@H](CNC(CCN1C=NC(=C1)C1=CC=CC=C1)(C)C)O ((R)-1-(3-amino-4-benzyloxyphenyl)-2-[1,1-dimethyl-3-(4-phenylimidazol-1-yl)-propylamino]-ethanol), ice water ethyl acetate. Run at temperature 0 celsius, time 4 hour. Reaction SMILES: [C:1]1([S:7](Cl)(=[O:9])=[O:8])[CH:6]=[CH:5][CH:4]=[CH:3][CH:2]=1.[NH2:11][C:12]1[CH:13]=[C:14]([C@@H:26]([OH:45])[CH2:27][NH:28][C:29]([CH3:44])([CH3:43])[CH2:30][CH2:31][N:32]2[CH:36]=[C:35]([C:37]3[CH:42]=[CH:41][CH:40]=[CH:39][CH:38]=3)[N:34]=[CH:33]2)[CH:15]=[CH:16][C:17]=1[O:18][CH2:19][C:20]1[CH:25]=[CH:24][CH:23]=[CH:22][CH:21]=1>N1C=CC=CC=1>[CH2:19]([O:18][C:17]1[CH:16]=[CH:15][C:14]([C@@H:26]([OH:45])[CH2:27][NH:28][C:29]([CH3:44])([CH3:43])[CH2:30][CH2:31][N:32]2[CH:36]=[C:35]([C:37]3[CH:38]=[CH:39][CH:40]=[CH:41][CH:42]=3)[N:34]=[CH:33]2)=[CH:13][C:12]=1[NH:11][S:7]([C:1]1[CH:6]=[CH:5][CH:4]=[CH:3][CH:2]=1)(=[O:9])=[O:8])[C:20]1[CH:25]=[CH:24][CH:23]=[CH:22][CH:21]=1. Starting materials: O=[N+]([O-])c1cc(Br)ccc1F, Nc1ccccc1, CN(C)C=O. Yields the product O=[N+]([O-])c1cc(Br)ccc1Nc1ccccc1. RXN SMILES: [Br:1][c:2]1[cH:3][c:4]([N+:9](=[O:10])[O-:11])[c:5]([F:8])[cH:6][cH:7]1.[NH2:12][c:13]1[cH:14][cH:15][cH:16][cH:17][cH:18]1.[O:19]=[CH:20][N:21]([CH3:22])[CH3:23]>>[Br:1][c:2]1[cH:3][c:4]([N+:9](=[O:10])[O-:11])[c:5]([NH:12][c:13]2[cH:14][cH:15][cH:16][cH:17][cH:18]2)[cH:6][cH:7]1. Reactants: C(CCC)(=O)C=1C=NC2=C(C=CC=C2C1Cl)OC (3-butyryl-4-chloro-8-methoxyquinoline), NC=1C(=C(CO)C=CC1)C (3-amino-2-methylbenzyl alcohol). Solvent: O1CCOCC1 (dioxan). Product: C(CCC)(=O)C=1C=NC2=C(C=CC=C2C1NC1=C(C(=CC=C1)CO)C)OC (3-butyryl-4-(3-hydroxymethyl-2-methylphenylamino)-8-methoxyquinoline). The yield is 65.9%. Reaction SMILES: [C:1]([C:6]1[CH:7]=[N:8][C:9]2[C:14]([C:15]=1Cl)=[CH:13][CH:12]=[CH:11][C:10]=2[O:17][CH3:18])(=[O:5])[CH2:2][CH2:3][CH3:4].[NH2:19][C:20]1[C:21]([CH3:28])=[C:22]([CH:25]=[CH:26][CH:27]=1)[CH2:23][OH:24]>O1CCOCC1>[C:1]([C:6]1[CH:7]=[N:8][C:9]2[C:14]([C:15]=1[NH:19][C:20]1[CH:27]=[CH:26][CH:25]=[C:22]([CH2:23][OH:24])[C:21]=1[CH3:28])=[CH:13][CH:12]=[CH:11][C:10]=2[O:17][CH3:18])(=[O:5])[CH2:2][CH2:3][CH3:4]. Procedure details: A solution of 3-butyryl-4-chloro-8-methoxyquinoline (1.32 g, 5 mmol) and 3-amino-2-methylbenzyl alcohol (0.82 g, 6 mmol) in dioxan (25 ml) was heated at reflux for 1.5 hours, then the solvent evaporated. Aqueous sodium bicarbonate was added, the product extracted into dichloromethane, dried and evaporated. Recrystallisation from methanol gave 3-butyryl-4-(3-hydroxymethyl-2-methylphenylamino)-8-methoxyquinoline (1.20 g, 66%), m.p. 186°-188°. Starting materials: CCOC(=O)Cn1ccc2ccc(OCc3c(C(F)(F)F)cc(-c4ccc(OC(F)(F)F)cc4)nc3C3CC3)cc21, [Li+], [OH-]. The product is O=C(O)Cn1ccc2ccc(OCc3c(C(F)(F)F)cc(-c4ccc(OC(F)(F)F)cc4)nc3C3CC3)cc21. RXN SMILES: [CH2:1]([CH3:2])[O:3][C:4]([CH2:5][n:6]1[cH:7][cH:8][c:9]2[cH:10][cH:11][c:12]([O:15][CH2:16][c:17]3[c:18]([CH:38]4[CH2:39][CH2:40]4)[n:19][c:20](-[c:27]4[cH:28][cH:29][c:30]([O:33][C:34]([F:35])([F:36])[F:37])[cH:31][cH:32]4)[cH:21][c:22]3[C:23]([F:24])([F:25])[F:26])[cH:13][c:14]12)=[O:41].[Li+:43].[OH-:42]>>[O:3]=[C:4]([CH2:5][n:6]1[cH:7][cH:8][c:9]2[cH:10][cH:11][c:12]([O:15][CH2:16][c:17]3[c:18]([CH:38]4[CH2:39][CH2:40]4)[n:19][c:20](-[c:27]4[cH:28][cH:29][c:30]([O:33][C:34]([F:35])([F:36])[F:37])[cH:31][cH:32]4)[cH:21][c:22]3[C:23]([F:24])([F:25])[F:26])[cH:13][c:14]12)[OH:41]. Reactants: Fc1ccc(CBr)cc1F, O=C([O-])[O-], CN(C)C=O, CCOC(C)=O, [Cs+], [Cs+], COC(=O)c1c(C)nc2[nH]ccc2c1-c1ccc2c(c1)CCCO2. The product is COC(=O)c1c(C)nc2c(ccn2Cc2ccc(F)c(F)c2)c1-c1ccc2c(c1)CCCO2. As a reaction SMILES: [Br:31][CH2:32][c:33]1[cH:34][c:35]([F:40])[c:36]([F:39])[cH:37][cH:38]1.[C:25](=[O:26])([O-:27])[O-:28].[CH3:41][N:42]([CH3:43])[CH:44]=[O:45].[CH3:46][CH2:47][O:48][C:49](=[O:50])[CH3:51].[Cs+:29].[Cs+:30].[O:1]1[CH2:2][CH2:3][CH2:4][c:5]2[cH:6][c:7](-[c:11]3[c:12]4[c:13]([n:14][c:15]([CH3:21])[c:16]3[C:17](=[O:18])[O:19][CH3:20])[nH:22][cH:23][cH:24]4)[cH:8][cH:9][c:10]21>>[O:1]1[CH2:2][CH2:3][CH2:4][c:5]2[cH:6][c:7](-[c:11]3[c:12]4[c:13]([n:14][c:15]([CH3:21])[c:16]3[C:17](=[O:18])[O:19][CH3:20])[n:22]([CH2:32][c:33]3[cH:34][c:35]([F:40])[c:36]([F:39])[cH:37][cH:38]3)[cH:23][cH:24]4)[cH:8][cH:9][c:10]21.